Dataset: the Open Reaction Database (ORD), a public repository of structured organic reaction records. Task: describe an organic reaction: reactants, conditions, products, and yield The reactants are OC1=C(C=CC=C1)OCCO (2-Hydroxy-1-(2-hydroxyethyloxy)benzene), C1(CC1)CBr (cyclopropylmethyl-bromide), C([O-])([O-])=O.[K+].[K+] (potassium carbonate). Solvent: CC(=O)C (acetone). The product is C1(CC1)COC1=C(C=CC=C1)OCCO (2-cyclopropylmethyloxy-1-(2-hydroxyethyloxy)benzene). Yield: 114.5%. Reaction SMILES: [OH:1][C:2]1[CH:7]=[CH:6][CH:5]=[CH:4][C:3]=1[O:8][CH2:9][CH2:10][OH:11].[CH:12]1([CH2:15]Br)[CH2:14][CH2:13]1.C(=O)([O-])[O-].[K+].[K+]>CC(C)=O>[CH:12]1([CH2:15][O:1][C:2]2[CH:7]=[CH:6][CH:5]=[CH:4][C:3]=2[O:8][CH2:9][CH2:10][OH:11])[CH2:14][CH2:13]1 |f:2.3.4|. Procedure details: 2-Hydroxy-1-(2-hydroxyethyloxy)benzene (4 g, 26.0 mmol), cyclopropylmethyl-bromide (5.0 g, 37.0 mmol), and potassium carbonate (5.0 g, 36.2 mmol) were combined in acetone (80 mL) and the mixture was refluxed for 18 hours. The mixture was cooled and filtered. The filtrate was evaporated and the residue was dissolved in ether. The solution was washed with water 2N sodium hydroxide, and then brine, and dried over magnesium sulfate. Evaporation gave 2-cyclopropylmethyloxy-1-(2-hydroxyethyloxy)benzen...